Dataset: the Open Reaction Database (ORD), a public repository of structured organic reaction records. Task: describe an organic reaction: reactants, conditions, products, and yield The reactants are CC1=NC(=NC(=C1)C)N1CC2CNCC2C1 (2-(4,6-dimethylpyrimidin-2-yl)octahydropyrrolo[3,4-c]pyrrole), COC1=C(C(=O)O)C=CC(=C1)C (2-methoxy-4-methylbenzoic acid). The product is CC1=NC(=NC(=C1)C)N1CC2C(C1)CN(C2)C(=O)C2=C(C=C(C=C2)C)OC ((5-(4,6-Dimethylpyrimidin-2-yl)hexahydropyrrolo[3,4-c]pyrrol-2(1H)-yl)(2-methoxy-4-methylphenyl)methanone). Reaction SMILES: [CH3:1][C:2]1[CH:7]=[C:6]([CH3:8])[N:5]=[C:4]([N:9]2[CH2:16][CH:15]3[CH:11]([CH2:12][NH:13][CH2:14]3)[CH2:10]2)[N:3]=1.[CH3:17][O:18][C:19]1[CH:27]=[C:26]([CH3:28])[CH:25]=[CH:24][C:20]=1[C:21](O)=[O:22]>>[CH3:1][C:2]1[CH:7]=[C:6]([CH3:8])[N:5]=[C:4]([N:9]2[CH2:16][CH:15]3[CH2:14][N:13]([C:21]([C:20]4[CH:24]=[CH:25][C:26]([CH3:28])=[CH:27][C:19]=4[O:18][CH3:17])=[O:22])[CH2:12][CH:11]3[CH2:10]2)[N:3]=1. Procedure details: The title compound was prepared in a manner analogous to Example 15, utilizing Intermediate 23 and 2-methoxy-4-methylbenzoic acid. MS (ESI): mass calculated for C21H26N4O2, 366.21; m/z found 367.3 [M+H]+. 1H NMR (400 MHz, CDCl3): 7.13 (d, J=7.6, 1H), 6.77 (d, J=7.6, 1H), 6.70 (s, 1H), 6.28 (s, 1H), 4.00-3.40 (m, 11H), 3.27-2.85 (m, 3H), 2.41-2.19 (m, 9H). Reactants: O=C([O-])[O-], CCOCC, CC(Oc1ccc(Cl)cc1O)C(=O)O, O=[N+]([O-])c1ccc(F)cc1, [K+], [K+], O. Product: CC(Oc1ccc(Cl)cc1Oc1ccc([N+](=O)[O-])cc1)C(=O)O. As a reaction SMILES: [C:25](=[O:26])([O-:27])[O-:28].[CH2:32]([O:33][CH2:34][CH3:35])[CH3:36].[Cl:1][c:2]1[cH:3][c:4]([OH:14])[c:5]([O:6][CH:7]([C:8](=[O:9])[OH:10])[CH3:11])[cH:12][cH:13]1.[F:15][c:16]1[cH:17][cH:18][c:19]([N+:22](=[O:23])[O-:24])[cH:20][cH:21]1.[K+:29].[K+:30].[OH2:31]>>[Cl:1][c:2]1[cH:3][c:4]([O:14][c:16]2[cH:17][cH:18][c:19]([N+:22](=[O:23])[O-:24])[cH:20][cH:21]2)[c:5]([O:6][CH:7]([C:8](=[O:9])[OH:10])[CH3:11])[cH:12][cH:13]1. The reactants are C1(=CC=CC=C1)C=1C(=NOC1C1=CC=CC=C1)C(=O)OC (methyl 4,5-diphenylisoxazole-3-carboxylate), [Li+].[OH-] (LiOH), hydrate. Solvent: CO (MeOH), C1CCOC1 (THF), O (water). Conditions: time 1 hour. Product: C1(=CC=CC=C1)C=1C(=NOC1C1=CC=CC=C1)C(=O)O (4,5-diphenylisoxazole-3-carboxylic acid). Yield: 100.0%. Reaction SMILES: [C:1]1([C:7]2[C:8]([C:18]([O:20]C)=[O:19])=[N:9][O:10][C:11]=2[C:12]2[CH:17]=[CH:16][CH:15]=[CH:14][CH:13]=2)[CH:6]=[CH:5][CH:4]=[CH:3][CH:2]=1.[Li+].[OH-]>CO.C1COCC1.O>[C:1]1([C:7]2[C:8]([C:18]([OH:20])=[O:19])=[N:9][O:10][C:11]=2[C:12]2[CH:13]=[CH:14][CH:15]=[CH:16][CH:17]=2)[CH:2]=[CH:3][CH:4]=[CH:5][CH:6]=1 |f:1.2|. Procedure: To a thick suspension of methyl 4,5-diphenylisoxazole-3-carboxylate (306 mg, 1.09 mmol) in MeOH (8 mL), THF (2 mL) and water (2 mL) at rt was added LiOH, hydrate (46.0 mg, 1.09 mmol) and the reaction mixture was allowed to stir at rt for 1 hr. During this time, the reaction became homogeneous. The MeOH and THF were removed in vacuo and the remaining aqueous mixture was acidified to pH ˜1 with 1N HCl. The mixture was then extracted with EtOAc (30 mL). The organic layer was washed with brine (20 m... Starting materials: Cn1ncc2cc(N)ccc21, [Na+], [OH-], O, O=P(O)(O)O. The product is Cn1ncc2cc(O)ccc21. RXN SMILES: [NH2:1][c:2]1[cH:3][c:4]2[cH:5][n:6][n:7]([CH3:11])[c:8]2[cH:9][cH:10]1.[Na+:14].[OH-:13].[OH2:12].[P:15](=[O:16])([OH:17])([OH:18])[OH:19]>>[c:2]1([OH:12])[cH:3][c:4]2[cH:5][n:6][n:7]([CH3:11])[c:8]2[cH:9][cH:10]1. Reactants: [N+](=O)([O-])C1=C(C=CC=C1)Br (2-nitrobromobenzene), C(CCC)[Sn](C=1OC=CC1)(CCCC)CCCC (2-tributylstannylfuran). The reagents and catalysts are C=1C=CC(=CC1)[P](C=2C=CC=CC2)(C=3C=CC=CC3)[Pd]([P](C=4C=CC=CC4)(C=5C=CC=CC5)C=6C=CC=CC6)([P](C=7C=CC=CC7)(C=8C=CC=CC8)C=9C=CC=CC9)[P](C=1C=CC=CC1)(C=1C=CC=CC1)C=1C=CC=CC1 (tetrakis(triphenylphosphine)palladium). Run in CN(C)C=O (DMF). Product: [N+](=O)([O-])C1=C(C=CC=C1)C=1OC=CC1 (2-(2-nitrophenyl)furan). Isolated yield 27.0%. RXN SMILES: [N+:1]([C:4]1[CH:9]=[CH:8][CH:7]=[CH:6][C:5]=1Br)([O-:3])=[O:2].C([Sn](CCCC)(CCCC)[C:16]1[O:17][CH:18]=[CH:19][CH:20]=1)CCC>C1C=CC([P]([Pd]([P](C2C=CC=CC=2)(C2C=CC=CC=2)C2C=CC=CC=2)([P](C2C=CC=CC=2)(C2C=CC=CC=2)C2C=CC=CC=2)[P](C2C=CC=CC=2)(C2C=CC=CC=2)C2C=CC=CC=2)(C2C=CC=CC=2)C2C=CC=CC=2)=CC=1.CN(C=O)C>[N+:1]([C:4]1[CH:9]=[CH:8][CH:7]=[CH:6][C:5]=1[C:16]1[O:17][CH:18]=[CH:19][CH:20]=1)([O-:3])=[O:2] |^1:32,34,53,72|. Reported procedure: A DMF solution of 2-nitrobromobenzene (2.02 g), 2-tributylstannylfuran (3.31 mL), and tetrakis(triphenylphosphine)palladium was heated at 97° C. under N2 overnight. The mixture was evaporated to a small volume. The residue was suspended in 40 mL of water. This mixture was extracted with two 50 mL portions of Et2O. The combined extracts were dried and evaporated. This oil was purified by chromatography on silica gel with 10% EtOAc/hexanes to yield 0.51 g (27%) of 2-(2-nitrophenyl)furan. [This com...